Dataset: the Open Reaction Database (ORD), a public repository of structured organic reaction records. Task: describe an organic reaction: reactants, conditions, products, and yield Starting materials: Cc1nc(OCC(=O)N(C)C2CCN(CC3CCCCC3)CC2)nc(C)c1NC(=O)OC(C)(C)C, ClC(Cl)Cl, Cl, [Na+], [OH-]. The product is Cc1nc(OCC(=O)N(C)C2CCN(CC3CCCCC3)CC2)nc(C)c1N. Reaction SMILES: [CH:2]1([CH2:8][N:9]2[CH2:10][CH2:11][CH:12]([N:15]([C:16]([CH2:17][O:18][c:19]3[n:20][c:21]([CH3:34])[c:22]([NH:26][C:27](=[O:28])[O:29][C:30]([CH3:31])([CH3:32])[CH3:33])[c:23]([CH3:25])[n:24]3)=[O:35])[CH3:36])[CH2:13][CH2:14]2)[CH2:3][CH2:4][CH2:5][CH2:6][CH2:7]1.[CH:39]([Cl:40])([Cl:41])[Cl:42].[ClH:1].[Na+:38].[OH-:37]>>[CH:2]1([CH2:8][N:9]2[CH2:10][CH2:11][CH:12]([N:15]([C:16]([CH2:17][O:18][c:19]3[n:20][c:21]([CH3:34])[c:22]([NH2:26])[c:23]([CH3:25])[n:24]3)=[O:35])[CH3:36])[CH2:13][CH2:14]2)[CH2:3][CH2:4][CH2:5][CH2:6][CH2:7]1. Reactants: Cc1c(C(=O)OC(C)C)ncc2[nH]c3cccc(OCc4ccccc4)c3c12, CN(CCc1ccccc1)C(=O)CBr, [H-], [Na+], C1CCOC1. Product: Cc1c(C(=O)OC(C)C)ncc2c1c1c(OCc3ccccc3)cccc1n2CC(=O)N(C)CCc1ccccc1. Reaction SMILES: [CH3:1][CH:2]([CH3:3])[O:4][C:5](=[O:6])[c:7]1[c:8]([CH3:28])[c:9]2[c:10]([nH:11][c:12]3[cH:13][cH:14][cH:15][c:16]([O:18][CH2:19][c:20]4[cH:21][cH:22][cH:23][cH:24][cH:25]4)[c:17]23)[cH:26][n:27]1.[CH3:31][N:32]([C:33]([CH2:34][Br:35])=[O:36])[CH2:37][CH2:38][c:39]1[cH:40][cH:41][cH:42][cH:43][cH:44]1.[H-:29].[Na+:30].[O:45]1[CH2:46][CH2:47][CH2:48][CH2:49]1>>[CH3:1][CH:2]([CH3:3])[O:4][C:5](=[O:6])[c:7]1[c:8]([CH3:28])[c:9]2[c:10]([n:11]([CH2:34][C:33]([N:32]([CH3:31])[CH2:37][CH2:38][c:39]3[cH:40][cH:41][cH:42][cH:43][cH:44]3)=[O:36])[c:12]3[cH:13][cH:14][cH:15][c:16]([O:18][CH2:19][c:20]4[cH:21][cH:22][cH:23][cH:24][cH:25]4)[c:17]23)[cH:26][n:27]1. Starting materials: CN1CC(=CCC1)C=O (1-Methyl-1,2,5,6-tetrahydro-pyridine-3-carbaldehyde), O.NN (hydrazine hydrate). The solvent is CCCCO (n-BuOH). The product is CN1CC2C(CC1)NN=C2 (5-Methyl-3a,4,5,6,7,7a-hexahydro-1H-pyrazolo[4,3-c]pyridine). Reaction SMILES: [CH3:1][N:2]1[CH2:7][CH2:6][CH:5]=[C:4]([CH:8]=O)[CH2:3]1.O.[NH2:11][NH2:12]>CCCCO>[CH3:1][N:2]1[CH2:7][CH2:6][CH:5]2[NH:11][N:12]=[CH:8][CH:4]2[CH2:3]1 |f:1.2|. Procedure: 3.2 g 1-Methyl-1,2,5,6-tetrahydro-pyridine-3-carbaldehyde was dissolved in 10 mL n-BuOH. Added were 2 equiv. of hydrazine hydrate, the mixture was refluxed for 24 hours and subsequently concentrated in vacuo. The residue was taken up in DCM and extracted with 2M NaOH, and the organic phase was dried over Na2SO4, filtrated and concentrated in vacuo to yield 1.78 g of a brown oil which was used without further purification in the subsequent step. The reactants are CN(C=CC(=O)C1=CC=C(C=C1)N1CCOCC1)C (3-dimethylamino-4'-morpholinoacrylophenone), Cl.NC=1N=CNC1C(=O)N (4-amino-5-imidazolecarboxamide hydrochloride), C([O-])(O)=O.[Na+] (sodium bicarbonate). The solvent is ClCCl (dichloromethane), C(C)(=O)O (acetic acid). Product: N1(CCOCC1)C1=CC=C(C=C1)C1=CC=NC=2N1C=NC2C(=O)N (4-[4-(4-Morpholinyl)phenyl]imidazo[1,5-a]pyrimidine-8-carboxamide). The yield is 78.3%. Reaction SMILES: C[N:2]([CH3:19])[CH:3]=[CH:4][C:5]([C:7]1[CH:12]=[CH:11][C:10]([N:13]2[CH2:18][CH2:17][O:16][CH2:15][CH2:14]2)=[CH:9][CH:8]=1)=O.Cl.NC1[N:23]=[CH:24][NH:25][C:26]=1[C:27]([NH2:29])=[O:28].C(=O)(O)[O-].[Na+]>C(O)(=O)C.ClCCl>[N:13]1([C:10]2[CH:9]=[CH:8][C:7]([C:5]3[N:23]4[CH:24]=[N:25][C:26]([C:27]([NH2:29])=[O:28])=[C:19]4[N:2]=[CH:3][CH:4]=3)=[CH:12][CH:11]=2)[CH2:14][CH2:15][O:16][CH2:17][CH2:18]1 |f:1.2,3.4|. Procedure details: A mixture of 15.0 g of 3-dimethylamino-4'-morpholinoacrylophenone (prepared as described in Example 13) and 7.26 g of 4-amino-5-imidazolecarboxamide hydrochloride in 250 ml of glacial acetic acid was stirred and heated at reflux for 5 hours. The solution was evaporated in vacuo to give a black oil that was then dissolved in dichloromethane and then saturated sodium bicarbonate solution was added. A precipitate was formed which was collected by filtration as a yellow crystalline solid. The solid ...